From a dataset of the Open Reaction Database (ORD), a public repository of structured organic reaction records. describe an organic reaction: reactants, conditions, products, and yield Starting materials: C(C)(=O)OC=1C(C(=O)O)=CC=CC1 (Acetylsalicylic acid), C(C)(=O)OC=1C(C(=O)Cl)=CC=CC1 (acetylsalicyloyl chloride), CC1=C(C(=CC(=C1)N)Cl)O (2-Methyl-4-amino-6-chlorophenol), CN(C1=CC=CC=C1)C (N,N-dimethylaniline), acid chloride, S(=O)(Cl)Cl (thionyl chloride). The solvent is CC(=O)C (acetone), CC(=O)C (acetone), CC(=O)C (acetone). Reaction conditions: time 1.5 hour. Yields the product ClC=1C(=C(C=C(C(=O)NC2=C(C=CC=C2)O)C1)C)O (5-chloro-2',4-dihydroxy-3-methylbenzanilide). Yield: 45.4%. Reaction SMILES: C([O:4][C:5]1[C:6](=[CH:10][CH:11]=[CH:12][CH:13]=1)C(O)=O)(=O)C.S(Cl)(Cl)=O.[CH3:18][C:19]1[CH:24]=[C:23](N)[CH:22]=[C:21]([Cl:26])[C:20]=1[OH:27].C[N:29]([CH3:36])C1C=CC=CC=1.C(OC1C(=CC=CC=1)C(Cl)=O)(=[O:39])C>CC(C)=O>[Cl:26][C:21]1[C:20]([OH:27])=[C:19]([CH3:18])[CH:24]=[C:23]([CH:22]=1)[C:36]([NH:29][C:6]1[CH:10]=[CH:11][CH:12]=[CH:13][C:5]=1[OH:4])=[O:39]. Reported procedure: Acetylsalicylic acid (1.39g.) was converted to its acid chloride by conventional method using thionyl chloride and put in solution in acetone (25 ml.). 2-Methyl-4-amino-6-chlorophenol (1.35 g.) and N,N-dimethylaniline (about 1 ml.) were dissolved in acetone to which, with stirring in the cold at 1° to 2° C., the above-prepared acetone solution of acetylsalicyloyl chloride was added dropwise over 20-30 minutes, and reaction was continued for 1-2 hours. Then under reduced pressure the acetone was ... The reactants are CCC12CCC3c4ccc(OC)cc4CCC3C1CCC2OC(C)(C)C, O=C([O-])O, Cc1ccccc1, [Na+], O, Cc1ccc(S(=O)(=O)O)cc1. Yields the product CCC12CCC3c4ccc(OC)cc4CCC3C1CCC2O. As a reaction SMILES: [C:1]([CH3:2])([CH3:3])([CH3:4])[O:5][CH:6]1[CH2:7][CH2:8][CH:9]2[CH:10]3[CH:11]([CH2:12][CH2:13][C:14]12[CH2:15][CH3:16])[c:17]1[cH:18][cH:19][c:20]([O:25][CH3:26])[cH:21][c:22]1[CH2:23][CH2:24]3.[C:39](=[O:40])([OH:41])[O-:42].[CH3:44][c:45]1[cH:46][cH:47][cH:48][cH:49][cH:50]1.[Na+:43].[OH2:27].[c:28]1([CH3:29])[cH:30][cH:31][c:32]([S:33]([OH:34])(=[O:35])=[O:36])[cH:37][cH:38]1>>[OH:5][CH:6]1[CH2:7][CH2:8][CH:9]2[CH:10]3[CH:11]([CH2:12][CH2:13][C:14]12[CH2:15][CH3:16])[c:17]1[cH:18][cH:19][c:20]([O:25][CH3:26])[cH:21][c:22]1[CH2:23][CH2:24]3. Starting materials: C(C)(C)(C)N1S(C(=CC1=O)C1=CC(=C(C=C1)N1C[C@@H](CC1)NC(OC(C)(C)C)=O)C=O)(=O)=O (tert-butyl {(3R)-1-[4-(2-tert-butyl-1,1-dioxido-3-oxo-2,3-dihydroisothiazol-5-yl)-2-formylphenyl]pyrrolidin-3-yl}carbamate), C(C)(C)[SiH](C(C)C)C(C)C (triisopropylsilane). Solvent: C(=O)(C(F)(F)F)O (TFA). Conditions: temperature 130 celsius. The product is N[C@H]1CN(CC1)C1=C(C=O)C=C(C=C1)C1=CC(NS1(=O)=O)=O (2-[(3R)-3-aminopyrrolidin-1-yl]-5-(1,1-dioxido-3-oxo-2,3-dihydro-isothiazol-5-yl)-benzaldehyde). The yield is 23.9%. As a reaction SMILES: C([N:5]1[C:9](=[O:10])[CH:8]=[C:7]([C:11]2[CH:16]=[CH:15][C:14]([N:17]3[CH2:21][CH2:20][C@@H:19]([NH:22]C(=O)OC(C)(C)C)[CH2:18]3)=[C:13]([CH:30]=[O:31])[CH:12]=2)[S:6]1(=[O:33])=[O:32])(C)(C)C.C([SiH](C(C)C)C(C)C)(C)C>C(O)(C(F)(F)F)=O>[NH2:22][C@@H:19]1[CH2:20][CH2:21][N:17]([C:14]2[CH:15]=[CH:16][C:11]([C:7]3[S:6](=[O:33])(=[O:32])[NH:5][C:9](=[O:10])[CH:8]=3)=[CH:12][C:13]=2[CH:30]=[O:31])[CH2:18]1. Procedure details: 22-C (63 mg, 0.13 mmol) in TFA (0.65 mL) was treated with triisopropylsilane (0.8 μL, 0.004 mmol). The solution was sealed in a microwave tube and heated to 130° C. for 15 min. The solution was concentrated in vacuo. The residue was purified by reverse phase HPLC to afford a yellow solid (10 mg, 17%). 1H NMR (500 MHz, CD3OD): δ 10.04 (s, 1H), 8.31 (d, J=2.44 Hz, 1H), 7.97 (dd,J=11.2, 2.4 Hz, 1H), 7.14 (d, J=9.27 Hz, 1H), 4.05 (m, 1H), 3.80–3.75 (m, 2H), 3.65–3.47 (m, 2H), 2.52 (m, 1H), 2.22 (m, ... The reactants are [Br-].CC(C[P+](C1=CC=CC=C1)(C1=CC=CC=C1)C1=CC=CC=C1)CC (2-methylbutyltriphenylphosphonium bromide), C(=O)CCCCCCCCCCCCCCC(=O)OC (methyl 15-formylpentadecanoate). Solvent: O1CCCC1 (tetrahydrofuran), O1CCCC1 (tetrahydrofuran). Run at time 30 minute. Product: CC(C=CCCCCCCCCCCCCCCC(=O)OC)CC (methyl 18-methyl-16-eicosenoate). Yield: 53.0%. RXN SMILES: [Br-].[CH3:2][CH:3]([CH2:24][CH3:25])[CH2:4][P+](C1C=CC=CC=1)(C1C=CC=CC=1)C1C=CC=CC=1.[CH:26]([CH2:28][CH2:29][CH2:30][CH2:31][CH2:32][CH2:33][CH2:34][CH2:35][CH2:36][CH2:37][CH2:38][CH2:39][CH2:40][CH2:41][C:42]([O:44][CH3:45])=[O:43])=O>O1CCCC1>[CH3:2][CH:3]([CH2:24][CH3:25])[CH:4]=[CH:26][CH2:28][CH2:29][CH2:30][CH2:31][CH2:32][CH2:33][CH2:34][CH2:35][CH2:36][CH2:37][CH2:38][CH2:39][CH2:40][CH2:41][C:42]([O:44][CH3:45])=[O:43] |f:0.1|. Reported procedure: 13 gm of 2-methylbutyltriphenylphosphonium bromide was pulverized and dispersed into 130 ml of anhydrous tetrahydrofuran. To this was added 23.7 ml of 1.5M butyl lithium-hexane solution under a nitrogen atmosphere and the mixture was stirred for 30 minutes. To the solution was slowly added 8.4 gm of methyl 15-formylpentadecanoate which had been dissolved in 130 ml of anhydrous tetrahydrofuran in advance. After stirring for 3 hours, the solvent was evaporated. The crude crystals thus obtained wer... Reactants: COC=1C=C2C(=CN(C2=CC1C)C)C1=CC=2C(=NC=CC2)N1S(=O)(=O)C1=CC=C(C=C1)C (2-(5-methoxy-1,6-dimethyl-1H-indol-3-yl)-1-(toluene-4-sulfonyl)-1H-pyrrolo[2,3-b]pyridine), [OH-].[K+] (potassium hydroxide). Yields the product COC=1C=C2C(=CN(C2=CC1C)C)C1=CC=2C(=NC=CC2)N1 (2-(5-methoxy-1,6-dimethyl-1H-indol-3-yl)-1H-pyrrolo[2,3-b]-pyridine). Yield: 54.6%. RXN SMILES: [CH3:1][O:2][C:3]1[CH:4]=[C:5]2[C:9](=[CH:10][C:11]=1[CH3:12])[N:8]([CH3:13])[CH:7]=[C:6]2[C:14]1[N:22](S(C2C=CC(C)=CC=2)(=O)=O)[C:17]2=[N:18][CH:19]=[CH:20][CH:21]=[C:16]2[CH:15]=1.[OH-].[K+]>>[CH3:1][O:2][C:3]1[CH:4]=[C:5]2[C:9](=[CH:10][C:11]=1[CH3:12])[N:8]([CH3:13])[CH:7]=[C:6]2[C:14]1[NH:22][C:17]2=[N:18][CH:19]=[CH:20][CH:21]=[C:16]2[CH:15]=1 |f:1.2|. Reported procedure: 2-(5-Methoxy-1,6-dimethyl-1H-indol-3-yl)-1H-pyrrolo[2,3-b]-pyridine is prepared by following the procedure described in example 189a, but using 0.028 g of 2-(5-methoxy-1,6-dimethyl-1H-indol-3-yl)-1-(toluene-4-sulfonyl)-1H-pyrrolo[2,3-b]pyridine and 0.283 ml of a 5N aqueous potassium hydroxide solution. 0.01 g of 2-(5-methoxy-1,6-dimethyl-1H-indol-3-yl)-1H-pyrrolo[2,3-b]-pyridine is obtained, the characteristics of which are as follows: